From a dataset of the Open Reaction Database (ORD), a public repository of structured organic reaction records. describe an organic reaction: reactants, conditions, products, and yield Yields the product O=C(O)Cc1ccc(Cc2ccccc2CC(=O)O)cc1. Starting materials: O=C(O)Cc1ccc(C(=O)c2ccccc2CC(=O)O)cc1, CO, Cl, [Na+], [OH-], O, [Zn]. As a reaction SMILES: [C:1](=[O:2])([OH:3])[CH2:4][c:5]1[cH:6][cH:7][c:8]([C:9](=[O:10])[c:11]2[c:12]([CH2:17][C:18](=[O:19])[OH:20])[cH:13][cH:14][cH:15][cH:16]2)[cH:21][cH:22]1.[CH3:27][OH:28].[ClH:23].[Na+:26].[OH-:25].[OH2:24].[Zn:29]>>[C:1](=[O:2])([OH:3])[CH2:4][c:5]1[cH:6][cH:7][c:8]([CH2:9][c:11]2[c:12]([CH2:17][C:18](=[O:19])[OH:20])[cH:13][cH:14][cH:15][cH:16]2)[cH:21][cH:22]1. The reactants are CCOC(C)=O, O=C(Cl)C(Cl)Cl, Nc1ccc(F)cn1, [Na+], O=C([O-])O. The product is O=C(Nc1ccc(F)cn1)C(Cl)Cl. As a reaction SMILES: [CH3:20][CH2:21][O:22][C:23](=[O:24])[CH3:25].[Cl:14][CH:15]([Cl:16])[C:17]([Cl:18])=[O:19].[NH2:1][c:2]1[n:3][cH:4][c:5]([F:8])[cH:6][cH:7]1.[Na+:9].[OH:10][C:11](=[O:12])[O-:13]>>[NH:1]([c:2]1[n:3][cH:4][c:5]([F:8])[cH:6][cH:7]1)[C:17]([CH:15]([Cl:14])[Cl:16])=[O:19].